This data is from the Open Reaction Database (ORD), a public repository of structured organic reaction records. The task is: describe an organic reaction: reactants, conditions, products, and yield Yield: 63.0%. Product: NOC1C2=C(CN(C1)C(=O)OC(C)(C)C)N(N=C2)C (tert-butyl 4-(aminooxy)-1-methyl-1,4,5,7-tetrahydro-6H-pyrazolo[3,4-c]pyridine-6-carboxylate). Conditions: time 8 hour. Run in C(C)O (ethanol). Reaction SMILES: O=C1C2C(=CC=CC=2)C(=O)[N:3]1[O:12][CH:13]1[CH2:18][N:17]([C:19]([O:21][C:22]([CH3:25])([CH3:24])[CH3:23])=[O:20])[CH2:16][C:15]2[N:26]([CH3:29])[N:27]=[CH:28][C:14]1=2.C(Cl)Cl.O.NN>C(O)C>[NH2:3][O:12][CH:13]1[CH2:18][N:17]([C:19]([O:21][C:22]([CH3:23])([CH3:24])[CH3:25])=[O:20])[CH2:16][C:15]2[N:26]([CH3:29])[N:27]=[CH:28][C:14]1=2 |f:2.3|. Reactants: O=C1N(C(C2=CC=CC=C12)=O)OC1C2=C(CN(C1)C(=O)OC(C)(C)C)N(N=C2)C (tert-butyl 4-[(1,3-dioxo-1,3-dihydro-2H-isoindol-2-yl)oxy]-1-methyl-1,4,5,7-tetrahydro-6H-pyrazolo[3,4-c]pyridine-6-carboxylate), C(Cl)Cl (DCM), O.NN (hydrazine hydrate). Procedure: To a mixture of tert-butyl 4-[(1,3-dioxo-1,3-dihydro-2H-isoindol-2-yl)oxy]-1-methyl-1,4,5,7-tetrahydro-6H-pyrazolo[3,4-c]pyridine-6-carboxylate 136 (2.50 g, 6.27 mmol) in a solution of DCM (20 mL) and ethanol (4 mL) was added hydrazine hydrate (0.360 mL, 6.27 mmol) at room temperature. The mixture was stirred at room temperature overnight, filtered and concentrated to provide a residue which was washed with ether and methanol to give 137 (1.06 g, 62%) as a white foam. Reactants: Cc1cc(Cl)cc(C(=O)O)n1, Nc1nnn[nH]1. Yields the product Cc1cc(Cl)cc(C(=O)Nc2nnn[nH]2)n1. RXN SMILES: [Cl:1][c:2]1[cH:3][c:4]([C:9](=[O:10])[OH:11])[n:5][c:6]([CH3:8])[cH:7]1.[NH2:12][c:13]1[n:14][n:15][n:16][nH:17]1>>[Cl:1][c:2]1[cH:3][c:4]([C:9](=[O:11])[NH:12][c:13]2[nH:14][n:15][n:16][n:17]2)[n:5][c:6]([CH3:8])[cH:7]1. Reactants: N#Cc1cccc(CBr)c1, O=C([O-])[O-], CN(C)C=O, [Cs+], [Cs+], CC(C)CN(CC1OC(C)(C)N(C(=O)OC2COC3OCCC23)C1Cc1ccc(O)cc1)S(=O)(=O)c1ccc(N)cc1. As a reaction SMILES: [Br:49][CH2:50][c:51]1[cH:52][c:53]([C:54]#[N:55])[cH:56][cH:57][cH:58]1.[C:43](=[O:44])([O-:45])[O-:46].[CH3:59][N:60]([CH3:61])[CH:62]=[O:63].[Cs+:47].[Cs+:48].[NH2:1][c:2]1[cH:3][cH:4][c:5]([S:8](=[O:9])(=[O:10])[N:11]([CH2:12][CH:13]([CH3:14])[CH3:15])[CH2:16][CH:17]2[CH:18]([CH2:35][c:36]3[cH:37][cH:38][c:39]([OH:42])[cH:40][cH:41]3)[N:19]([C:24](=[O:25])[O:26][CH:27]3[CH2:28][O:29][CH:30]4[O:31][CH2:32][CH2:33][CH:34]34)[C:20]([CH3:22])([CH3:23])[O:21]2)[cH:6][cH:7]1>>[NH2:1][c:2]1[cH:3][cH:4][c:5]([S:8](=[O:9])(=[O:10])[N:11]([CH2:12][CH:13]([CH3:14])[CH3:15])[CH2:16][CH:17]2[CH:18]([CH2:35][c:36]3[cH:37][cH:38][c:39]([O:42][CH2:50][c:51]4[cH:52][c:53]([C:54]#[N:55])[cH:56][cH:57][cH:58]4)[cH:40][cH:41]3)[N:19]([C:24](=[O:25])[O:26][CH:27]3[CH2:28][O:29][CH:30]4[O:31][CH2:32][CH2:33][CH:34]34)[C:20]([CH3:22])([CH3:23])[O:21]2)[cH:6][cH:7]1. Product: CC(C)CN(CC1OC(C)(C)N(C(=O)OC2COC3OCCC23)C1Cc1ccc(OCc2cccc(C#N)c2)cc1)S(=O)(=O)c1ccc(N)cc1. Reactants: N1=C(C=CC=C1)N1[C@@H]2CN([C@H](C1)C2)C(=O)OC(C)(C)C ((1S,4S)-tert-butyl 5-(pyridin-2-yl)-2,5-diazabicyclo[2.2.1]heptane-2-carboxylate), FC(C(=O)[O-])(F)F (trifluoroacetate). The product is OC(=O)C(F)(F)F.N1=C(C=CC=C1)N1[C@@H]2CN[C@H](C1)C2 ((1S,4S)-2-(Pyridin-2-yl)-2,5-diazabicyclo[2.2.1]heptane TFA Salt). As a reaction SMILES: [N:1]1[CH:6]=[CH:5][CH:4]=[CH:3][C:2]=1[N:7]1[CH2:12][C@@H:11]2[CH2:13][C@H:8]1[CH2:9][N:10]2C(OC(C)(C)C)=O.[F:21][C:22]([F:27])([F:26])[C:23]([O-:25])=[O:24]>>[OH:25][C:23]([C:22]([F:27])([F:26])[F:21])=[O:24].[N:1]1[CH:6]=[CH:5][CH:4]=[CH:3][C:2]=1[N:7]1[CH2:12][C@@H:11]2[CH2:13][C@H:8]1[CH2:9][NH:10]2 |f:2.3|. Procedure details: This compound was synthesized from (1S,4S)-tert-butyl 5-(pyridin-2-yl)-2,5-diazabicyclo[2.2.1]heptane-2-carboxylate as described for example 46 step 4 (50 mg, crude) as trifluoroacetate salt and it was taken as such for the next step. MS (ESI) m/z: Calculated for C10H13N3: 175.11. found: 175.9 (M+H)+ Starting materials: CC(C)(C)OC(=O)CBr, CCCCCCCC(=O)N1C(=O)OCC1C(C)C. Product: CCCCCCC(CC(=O)OC(C)(C)C)C(=O)N1C(=O)OCC1C(C)C. RXN SMILES: [Br:19][CH2:20][C:21](=[O:22])[O:23][C:24]([CH3:25])([CH3:26])[CH3:27].[CH:1]([CH3:2])([CH3:3])[CH:4]1[N:5]([C:10]([CH2:11][CH2:12][CH2:13][CH2:14][CH2:15][CH2:16][CH3:17])=[O:18])[C:6](=[O:9])[O:7][CH2:8]1>>[CH:1]([CH3:2])([CH3:3])[CH:4]1[N:5]([C:10]([CH:11]([CH2:12][CH2:13][CH2:14][CH2:15][CH2:16][CH3:17])[CH2:20][C:21](=[O:22])[O:23][C:24]([CH3:25])([CH3:26])[CH3:27])=[O:18])[C:6](=[O:9])[O:7][CH2:8]1.